Dataset: the Open Reaction Database (ORD), a public repository of structured organic reaction records. Task: describe an organic reaction: reactants, conditions, products, and yield Starting materials: SC=1NC2=C(N1)C=CC=C2 (2-mercaptobenzimidazole), [OH-].[Na+].O (NaOH H2O), C(CCCCCCC)Br (octyl bromide). The solvent is CO (methanol). Run at time 72 hour. The product is C(CCCCCCC)SC1=NC2=C(N1)C=CC=C2 (2-Octylthio-1H-1,3-benzimidazole). Yield: 71.6%. RXN SMILES: [SH:1][C:2]1[NH:3][C:4]2[CH:10]=[CH:9][CH:8]=[CH:7][C:5]=2[N:6]=1.[OH-].[Na+].O.[CH2:14](Br)[CH2:15][CH2:16][CH2:17][CH2:18][CH2:19][CH2:20][CH3:21]>CO>[CH2:14]([S:1][C:2]1[NH:6][C:5]2[CH:7]=[CH:8][CH:9]=[CH:10][C:4]=2[N:3]=1)[CH2:15][CH2:16][CH2:17][CH2:18][CH2:19][CH2:20][CH3:21] |f:1.2.3|. Procedure: To a solution of 2-mercaptobenzimidazole (4.95 g, 33 mmol) in methanol (150 mL) and 2N NaOH/H2O (50 mmol) was added octyl bromide (7.16 g, 33 mmol). The solution was stirred at ambient temperature for 72 hours, during which a suspension formed which was filtered and the solid residue dissolved in CH2Cl2, washed with saturated NaHCO3, and dried over Na2SO4. Evaporation of the solvent gave the title compound as a white solid (6.2 g, 72%). m.p. 110°-113° C. NMR CDCl3)δ7.4(m, 4H), 3.22(t, J=8 Hz, 2H... Procedure: 2-(2-(1-(tert-Butyldimethylsilyloxy)-7-phenylheptyl)oxazol-5-yl)benzenesulfonamide. The title compound was prepared from 2-(1-(tert-butyldimethylsilyloxy)-7-phenylheptyl)-5-(tributylstannyl)oxazole (71 mg, 0.107 mmol) and 2-iodobenzenesulfonamide following General Procedure A. Flash chromatography (2-10% EtOAc/hexanes) yielded the title compound as a clear oil (25 mg, 44%): 1H NMR (CDCl3, 400 MHz) δ 8.18 (d, 1H, J=7.6 Hz), 7.62-7.59 (m, 2H), 7.54-7.51 (m, 1H), 7.42-7.39 (m, 1H), 7.36 (s, 1H), 7.... Isolated yield 44.0%. Reactants: [Si](C)(C)(C(C)(C)C)OC(CCCCCCC1=CC=CC=C1)C=1OC(=CN1)C1=C(C=CC=C1)S(=O)(=O)N (2-(2-(1-(tert-Butyldimethylsilyloxy)-7-phenylheptyl)oxazol-5-yl)benzenesulfonamide), [Si](C)(C)(C(C)(C)C)OC(CCCCCCC1=CC=CC=C1)C=1OC(=CN1)[Sn](CCCC)(CCCC)CCCC (2-(1-(tert-butyldimethylsilyloxy)-7-phenylheptyl)-5-(tributylstannyl)oxazole), IC1=C(C=CC=C1)S(=O)(=O)N (2-iodobenzenesulfonamide). Reaction SMILES: [Si]([O:8][CH:9]([C:22]1[O:23][C:24]([C:27]2[CH:32]=[CH:31][CH:30]=[CH:29][C:28]=2[S:33]([NH2:36])(=[O:35])=[O:34])=[CH:25][N:26]=1)[CH2:10][CH2:11][CH2:12][CH2:13][CH2:14][CH2:15][C:16]1[CH:21]=[CH:20][CH:19]=[CH:18][CH:17]=1)(C(C)(C)C)(C)C.[Si](OC(C1OC([Sn](CCCC)(CCCC)CCCC)=CN=1)CCCCCCC1C=CC=CC=1)(C(C)(C)C)(C)C.IC1C=CC=CC=1S(N)(=O)=O>>[C:16]1([CH2:15][CH2:14][CH2:13][CH2:12][CH2:11][CH2:10][C:9]([C:22]2[O:23][C:24]([C:27]3[CH:32]=[CH:31][CH:30]=[CH:29][C:28]=3[S:33]([NH2:36])(=[O:35])=[O:34])=[CH:25][N:26]=2)=[O:8])[CH:21]=[CH:20][CH:19]=[CH:18][CH:17]=1. Product: EtOAc hexanes, C1(=CC=CC=C1)CCCCCCC(=O)C=1OC(=CN1)C1=C(C=CC=C1)S(=O)(=O)N (2-(2-(7-Phenylheptanoyl)oxazol-5-yl)benzenesulfonamide). The reactants are COC1=CC=C(CN)C=C1 (4-methoxybenzylamine), BrC1=C(C(=CC(=C1)[N+](=O)[O-])Br)CBr (1,3-dibromo-2-(bromomethyl)-5-nitrobenzene), C(=O)([O-])[O-].[K+].[K+] (K2CO3). Run in CN(C)C=O (DMF). Run at time 8 hour. The product is BrC1=C(CNCC2=CC=C(C=C2)OC)C(=CC(=C1)[N+](=O)[O-])Br (N-(2,6-dibromo-4-nitrobenzyl)-N-(4-methoxybenzyl)amine). Reaction SMILES: [CH3:1][O:2][C:3]1[CH:10]=[CH:9][C:6]([CH2:7][NH2:8])=[CH:5][CH:4]=1.[Br:11][C:12]1[CH:17]=[C:16]([N+:18]([O-:20])=[O:19])[CH:15]=[C:14]([Br:21])[C:13]=1[CH2:22]Br.C([O-])([O-])=O.[K+].[K+]>CN(C=O)C>[Br:11][C:12]1[CH:17]=[C:16]([N+:18]([O-:20])=[O:19])[CH:15]=[C:14]([Br:21])[C:13]=1[CH2:22][NH:8][CH2:7][C:6]1[CH:9]=[CH:10][C:3]([O:2][CH3:1])=[CH:4][CH:5]=1 |f:2.3.4|. Reported procedure: 4-methoxybenzylamine (2.15 g, 15.7 mmol) was added to a solution of 1,3-dibromo-2-(bromomethyl)-5-nitrobenzene (4.91 g, 13.1 mmol) in DMF (100 mL) under nitrogen at rt. K2CO3 (1.99 g, 14.4 mmol) was then added and the reaction mixture was stirred at rt overnight. The reaction mixture was quenched with 500 mL of water, and extracted with ethyl acetate (3×150 mL). The combined organic layers were dried over MgSO4, filtered and concentrated under reduced pressure. The product was purified by flash ... Starting materials: CC[SiH](CC)CC, COC(=O)c1ccc2c(c1)C(O)C(C)(C)C(c1cccc(OC)c1)N2, O=C(O)C(F)(F)F. The product is COC(=O)c1ccc2c(c1)CC(C)(C)C(c1cccc(OC)c1)N2. As a reaction SMILES: [CH2:26]([SiH:27]([CH2:28][CH3:29])[CH2:30][CH3:31])[CH3:32].[CH3:1][O:2][C:3](=[O:4])[c:5]1[cH:6][c:7]2[c:12]([cH:13][cH:14]1)[NH:11][CH:10]([c:15]1[cH:16][c:17]([O:21][CH3:22])[cH:18][cH:19][cH:20]1)[C:9]([CH3:23])([CH3:24])[CH:8]2[OH:25].[OH:33][C:34]([C:35]([F:36])([F:37])[F:38])=[O:39]>>[CH3:1][O:2][C:3](=[O:4])[c:5]1[cH:6][c:7]2[c:12]([cH:13][cH:14]1)[NH:11][CH:10]([c:15]1[cH:16][c:17]([O:21][CH3:22])[cH:18][cH:19][cH:20]1)[C:9]([CH3:23])([CH3:24])[CH2:8]2. Starting materials: C1(=CC=CC=C1)OC(C[C@@H](CCCCCCCCCCC)O)=O (phenyl-(R)-3-hydroxytetradecanoate), BrC(C(=O)O)CCCCCC (2-bromooctanoic acid), C1(CCCCC1)N=C=NC1CCCCC1 (N,N'-dicyclohexylcarbodiimide). Reagents/catalysts: CN(C1=CC=NC=C1)C (4-dimethylaminopyridine). Solvent: ClCCl (dichloromethane). Reaction conditions: time 1.5 hour. Yields the product C1(=CC=CC=C1)OC(C[C@@H](CCCCCCCCCCC)OC(C(CCCCCC)Br)=O)=O (Phenyl-(R)-3-(2-Bromo-1-Oxooctyloxy)Tetradecanoate). The yield is 58.5%. As a reaction SMILES: [C:1]1([O:7][C:8](=[O:23])[CH2:9][C@H:10]([OH:22])[CH2:11][CH2:12][CH2:13][CH2:14][CH2:15][CH2:16][CH2:17][CH2:18][CH2:19][CH2:20][CH3:21])[CH:6]=[CH:5][CH:4]=[CH:3][CH:2]=1.[Br:24][CH:25]([CH2:29][CH2:30][CH2:31][CH2:32][CH2:33][CH3:34])[C:26](O)=[O:27].C1(N=C=NC2CCCCC2)CCCCC1>CN(C)C1C=CN=CC=1.ClCCl>[C:1]1([O:7][C:8](=[O:23])[CH2:9][C@H:10]([O:22][C:26](=[O:27])[CH:25]([Br:24])[CH2:29][CH2:30][CH2:31][CH2:32][CH2:33][CH3:34])[CH2:11][CH2:12][CH2:13][CH2:14][CH2:15][CH2:16][CH2:17][CH2:18][CH2:19][CH2:20][CH3:21])[CH:6]=[CH:5][CH:4]=[CH:3][CH:2]=1. Procedure: A mixture of 1.02 g phenyl-(R)-3-hydroxytetradecanoate (3.19 mmol), 22 mL dichloromethane, 0.74 g 2-bromooctanoic acid (3.19 mmol), 0.66 g N,N'-dicyclohexylcarbodiimide (3.20 mmol) and 0.39 g 4-dimethylaminopyridine (3.19 mmol) was stirred at room temperature for 1.5 hours. The solution was then concentrated to dryness on a rotary evaporator (ca. 26 mm Hg, 30° C.). 25 mL hexanes was added to the white powdery residue and the resultant mixture was stirred at room temperature for 5 minutes. The sl... Reactants: CC1(C=2C=CC=CC2C(CC1C#C)(C)C)C (5,6,7,8-tetrahydro-5,5,8,8-tetramethyl-6-ethynylnaphthalene), C(CCC)[Li] (n-butyllithium), [Cl-].[NH4+] (ammonium chloride), C(=O)=O (CO2). Run in C1CCOC1 (THF). The product is CC1(C=2C=CC(=CC2C(CC1)(C)C)C#CC(=O)O)C (3-(5,6,7,8-Tetrahydro-5,5,8,8-tetramethyl-2-naphthyl)propargylic acid). As a reaction SMILES: [CH3:1][C:2]1([CH3:16])[CH:11](C#C)[CH2:10][C:9]([CH3:15])([CH3:14])[C:8]2[CH:7]=[CH:6][CH:5]=[CH:4][C:3]1=2.[CH2:17]([Li])[CH2:18]CC.[C:22](=[O:24])=[O:23].[Cl-].[NH4+]>C1COCC1>[CH3:16][C:2]1([CH3:1])[CH2:11][CH2:10][C:9]([CH3:15])([CH3:14])[C:8]2[CH:7]=[C:6]([C:17]#[C:18][C:22]([OH:24])=[O:23])[CH:5]=[CH:4][C:3]1=2 |f:3.4|. Reported procedure: A solution of 4.1 g (19 mmol) of 5,6,7,8-tetrahydro-5,5,8,8-tetramethyl-6-ethynylnaphthalene in 75 ml of THF is introduced into a three-necked flask under a stream of nitrogen, 13.3 ml (21 mmol) of n-butyllithium (2.5M) are added dropwise at −78° C. and the mixture is allowed to return to room temperature. At −78° C., a stream of CO2 is introduced for 30 min and the mixture is allowed to return to room temperature. The reaction medium is poured into saturated ammonium chloride solution and extra... Starting materials: C(=O)(C(F)(F)F)O (TFA), OC1=CC=C(C(=O)O)C=C1 (4-hydroxybenzoic acid), C1N2CN3CN1CN(C2)C3 (HMTA), O (water). Product: C(=O)C=1C=C(C(=O)O)C=C(C1O)C=O (3,5-diformyl-4-hydroxybenzoic acid). As a reaction SMILES: [OH:1][C:2]1[CH:10]=[CH:9][C:5]([C:6]([OH:8])=[O:7])=[CH:4][CH:3]=1.[CH2:11]1N2CN3CN(C2)CN1C3.[OH2:21].[C:22](O)(C(F)(F)F)=[O:23]>>[CH:11]([C:3]1[CH:4]=[C:5]([CH:9]=[C:10]([CH:22]=[O:23])[C:2]=1[OH:1])[C:6]([OH:8])=[O:7])=[O:21]. Reported procedure: A mixture of commercially available 4-hydroxybenzoic acid (7.2 mmol) and HMTA (29.8 mmol) were dissolved in TFA (7.6 ml). The reaction was refluxed for 3 days using a Dean-Stark system, and was thereafter cooled to room temperature. 44 ml of water were added and the resulting mixture was heated to 80° C. for 4 hours. Cooling to room temperature yielded 3,5-diformyl-4-hydroxybenzoic acid (Compound 2g) as a yellow solid (in quantitative yield).